Dataset: the Open Reaction Database (ORD), a public repository of structured organic reaction records. Task: describe an organic reaction: reactants, conditions, products, and yield Starting materials: ClC=1C=C(C(NC1)=O)[N+](=O)[O-] (5-Chloro-3-nitro-2-pyridone), C(C)O (ethanol). Reagents/catalysts: [Pd] (palladium-on-carbon). Solvent: C(C)(=O)O (acetic acid). Yields the product C(C1=CC=CC=C1)(=O)NC=1C(NC=C(C1)Cl)=O (3-benzoylamino-5-chloro-2-pyridone). RXN SMILES: [Cl:1][C:2]1[CH:3]=[C:4]([N+:9]([O-])=O)[C:5](=[O:8])[NH:6][CH:7]=1.[CH2:12]([OH:14])[CH3:13]>[Pd].C(O)(=O)C>[C:12]([NH:9][C:4]1[C:5](=[O:8])[NH:6][CH:7]=[C:2]([Cl:1])[CH:3]=1)(=[O:14])[C:13]1[CH:5]=[CH:4][CH:3]=[CH:2][CH:7]=1. Procedure details: 5-Chloro-3-nitro-2-pyridone (5.3 g.) was hydrogenated in 225 ml. of ethanol and 6 ml. of acetic acid in the presence of 0.6 g. of 5% palladium-on-carbon. The catalyst was removed by filtration and the filtrate was concentrated to dryness. The residue was dissolved in 75 ml. of pyridine, cooled in ice and treated over 15 minutes with 4.8 g. of benzoyl chloride. The ice bath and reaction mixture were allowed to warm to room temperature spontaneously. The mixture was poured onto 200 g. of ice. On d... Starting materials: BrC=1C=C(C=CC1)C1=CN=CN1 (5-(3-bromophenyl)-1H-imidazole), [H-].[Na+] (sodium hydride), ClCOCC[Si](C)(C)C ((2-(chloromethoxy)ethyl)trimethylsilane). Solvent: CN(C=O)C (N,N-dimethylformamide), CN(C=O)C (N,N-dimethylformamide). Reaction conditions: time 0.5 hour. The product is BrC=1C=C(C=CC1)C1=CN=CN1COCC[Si](C)(C)C (5-(3-bromophenyl)-1-((2-(trimethylsilyl)ethoxy)methyl)-1H-imidazole). The yield is 0.1%. RXN SMILES: [Br:1][C:2]1[CH:3]=[C:4]([C:8]2[NH:12][CH:11]=[N:10][CH:9]=2)[CH:5]=[CH:6][CH:7]=1.[H-].[Na+].Cl[CH2:16][O:17][CH2:18][CH2:19][Si:20]([CH3:23])([CH3:22])[CH3:21]>CN(C)C=O>[Br:1][C:2]1[CH:3]=[C:4]([C:8]2[N:12]([CH2:16][O:17][CH2:18][CH2:19][Si:20]([CH3:23])([CH3:22])[CH3:21])[CH:11]=[N:10][CH:9]=2)[CH:5]=[CH:6][CH:7]=1 |f:1.2|. Procedure details: To a stirred solution of 5-(3-bromophenyl)-1H-imidazole (1 g, 4.5 mmol) in anhydrous N,N-dimethylformamide (20 mL) was added sodium hydride (60% in mineral oil, 160 mg, 4.7 mmol) at 0° C., and the mixture was stirred at this temperature for 0.5 h. A solution of (2-(chloromethoxy)ethyl)trimethylsilane (0.9 mL, 5.36 mmol) in N,N-dimethylformamide (5 mL) was added dropwise, and the resulting mixture was stirred at room temperature for 4 h. When the starting material was consumed, the reaction was q... The reactants are 550A, resin, C(C1=CC=CC=C1)OC1=C(C=CC=C1)O (2-benzyloxyphenol), C([O-])([O-])=O.[K+].[K+] (potassium carbonate), FC1=CC=C(C=C1)[N+](=O)[O-] (4-fluoronitrobenzene). The solvent is ClCCl (dichloromethane), CN(C=O)C (N,N-dimethylformamide). Run at time 3 hour. The product is C(C1=CC=CC=C1)OC1=C(OC2=CC=C(C=C2)[N+](=O)[O-])C=CC=C1 (4-(2-benzyloxyphenoxy)nitrobenzene). Yield: 79.7%. Reaction SMILES: [CH2:1]([O:8][C:9]1[CH:14]=[CH:13][CH:12]=[CH:11][C:10]=1[OH:15])[C:2]1[CH:7]=[CH:6][CH:5]=[CH:4][CH:3]=1.C(=O)([O-])[O-].[K+].[K+].F[C:23]1[CH:28]=[CH:27][C:26]([N+:29]([O-:31])=[O:30])=[CH:25][CH:24]=1>CN(C)C=O.ClCCl>[CH2:1]([O:8][C:9]1[CH:14]=[CH:13][CH:12]=[CH:11][C:10]=1[O:15][C:23]1[CH:28]=[CH:27][C:26]([N+:29]([O-:31])=[O:30])=[CH:25][CH:24]=1)[C:2]1[CH:3]=[CH:4][CH:5]=[CH:6][CH:7]=1 |f:1.2.3|. Procedure details: A solution of 2-benzyloxyphenol (6.01 g, 30 mmol) in anhydrous N,N-dimethylformamide (25 mL) was treated with anhydrous potassium carbonate (7.6 g, 55 mmol), then with 4-fluoronitrobenzene (3.53 g, 25 mmol), and heated to 90° C. for 5 h under nitrogen. The solution was cooled to room temperature, diluted with dichloromethane (50 mL), and treated with DOWEX® 550A OH anion exchange resin (10 g) which had been washed dry with methanol. The mixture was stirred for 3 h, filtered, and the filtrate con... Starting materials: COC(CCCCCCCCC)=O (decanoic acid methyl ester), O.NN (hydrazine hydrate). Solvent: C(C)O (ethanol). Run at time 8 hour. The product is C(CCCCCCCCC)(=O)NN (decanoic acid hydrazide). Isolated yield 94.0%. As a reaction SMILES: C[O:2][C:3](=O)[CH2:4][CH2:5][CH2:6][CH2:7][CH2:8][CH2:9][CH2:10][CH2:11][CH3:12].O.[NH2:15][NH2:16]>C(O)C>[C:3]([NH:15][NH2:16])(=[O:2])[CH2:4][CH2:5][CH2:6][CH2:7][CH2:8][CH2:9][CH2:10][CH2:11][CH3:12] |f:1.2|. Procedure details: 17.5 g of decanoic acid methyl ester is dissolved in 1 l of absolute ethanol and mixed with 350 ml of hydrazine hydrate. It is refluxed for 3 hours and then stirred overnight at room temperature. The solution is concentrated by evaporation to about 300 ml and allowed to stand until the product is crystallized out. After it is filtered off and dried, 16.6 g (=94% of theory) of decanoic acid hydrazide is obtained. Starting materials: [Li]CCCC, Fc1cc(Br)cc(OCc2ccccc2)c1, [Cl-], [NH4+], O=C1CCOCC1, C1CCOC1. Product: OC1(c2cc(F)cc(OCc3ccccc3)c2)CCOCC1. As a reaction SMILES: [CH2:17]([Li:18])[CH2:19][CH2:20][CH3:21].[CH2:1]([c:2]1[cH:3][cH:4][cH:5][cH:6][cH:7]1)[O:8][c:9]1[cH:10][c:11]([Br:16])[cH:12][c:13]([F:15])[cH:14]1.[Cl-:29].[NH4+:30].[O:22]1[CH2:23][CH2:24][C:25](=[O:28])[CH2:26][CH2:27]1.[O:31]1[CH2:32][CH2:33][CH2:34][CH2:35]1>>[CH2:1]([c:2]1[cH:3][cH:4][cH:5][cH:6][cH:7]1)[O:8][c:9]1[cH:10][c:11]([C:25]2([OH:28])[CH2:24][CH2:23][O:22][CH2:27][CH2:26]2)[cH:12][c:13]([F:15])[cH:14]1. Reactants: CNC(=O)C1=C(C2=C(OC(O2)(C2=CC=CC=C2)C2=CC=CC=C2)C=C1)C (N,4-dimethyl-2,2-diphenyl-1,3-benzodioxole-5-carboxamide), [OH-].[Na+] (sodium hydroxide). The solvent is C(CO)O (ethylene glycol). The product is CC1=C(C=CC=2OC(OC21)(C2=CC=CC=C2)C2=CC=CC=C2)C(=O)O (4-methyl-2,2-diphenyl-1,3-benzodioxole-5-carboxylic acid). Isolated yield 34.4%. As a reaction SMILES: CN[C:3]([C:5]1[CH:25]=[CH:24][C:8]2[O:9][C:10]([C:18]3[CH:23]=[CH:22][CH:21]=[CH:20][CH:19]=3)([C:12]3[CH:17]=[CH:16][CH:15]=[CH:14][CH:13]=3)[O:11][C:7]=2[C:6]=1[CH3:26])=[O:4].[OH-:27].[Na+]>C(O)CO>[CH3:26][C:6]1[C:7]2[O:11][C:10]([C:18]3[CH:23]=[CH:22][CH:21]=[CH:20][CH:19]=3)([C:12]3[CH:17]=[CH:16][CH:15]=[CH:14][CH:13]=3)[O:9][C:8]=2[CH:24]=[CH:25][C:5]=1[C:3]([OH:27])=[O:4] |f:1.2|. Procedure details: A solution of 1.60 g of N,4-dimethyl-2,2-diphenyl-1,3-benzodioxole-5-carboxamide and 1.00 g of sodium hydroxide in 10 ml of ethylene glycol was heated to 190° C. for 2.5 hours. After cooling, the mixture was partitioned between water and ethyl acetate. The aqueous phase was washed with ethyl acetate, adjusted to pH 2 by the addition of 3N hydrochloric acid, and then the product was extracted with ethyl acetate. The organic layer was washed with brine and dried over magnesium sulfate. The solvent... The reactants are ClC=1C=CC(=C(C(=O)Cl)C1)OC (5-Chloro-2-methoxybenzoyl chloride), C(CC1=CC=CC=C1)N (phenethylamine). Solvent: C1=CC=CC=C1 (benzene), C1=CC=CC=C1 (benzene). Yields the product Cl.C(CC1=CC=CC=C1)N (Phenethylamine hydrochloride). RXN SMILES: [Cl:1]C1C=CC(OC)=C(C=1)C(Cl)=O.[CH2:13]([NH2:21])[CH2:14][C:15]1[CH:20]=[CH:19][CH:18]=[CH:17][CH:16]=1>C1C=CC=CC=1>[ClH:1].[CH2:13]([NH2:21])[CH2:14][C:15]1[CH:20]=[CH:19][CH:18]=[CH:17][CH:16]=1 |f:3.4|. Reported procedure: 5-Chloro-2-methoxybenzoyl chloride (15g.), dissolved in benzene, was added slowly to a solution of phenethylamine (18 g.) in benzene. Phenethylamine hydrochloride formed was filtered off, and the benzene removed from the filtrate. The residual oil was distilled to give an oil (19.4 g., 90%) b.p. 205° at 0.2 mm., which crystallized on standing m.p. 60°-63°. Starting materials: ClC=1C(=NOC1N(S(=O)(=O)C1=C(SC2=NC=CC=C21)C(C2=C(C=C1C(=C2)OCO1)CCO)O)COCCOC)C (N-(4-chloro-3-methyl-5-isoxazolyl)-N-(methoxyethoxymethyl)-2-[α-hydroxy-2-(2-hydroxyethyl)-4,5-(methylenedioxy)benzyl]thieno[2,3-b]pyridine-3-sulfonamide), C(C)(=O)OC(C)=O (acetic anhydride), CCOC(=O)C (EtOAc). Solvent: N1=CC=CC=C1 (pyridine). Conditions: time 2 hour. Product: ClC=1C(=NOC1N(S(=O)(=O)C1=C(SC2=NC=CC=C21)C(C2=C(C=C1C(=C2)OCO1)CCOC(C)=O)OC(C)=O)COCCOC)C (N-(4-chloro-3-methyl-5-isoxazolyl)-N-(methoxyethoxymethyl)-2-{α-acetoxy-2-[2-(acetoxy)ethyl]-4,5-(methylenedioxy)benzyl}thieno[2,3-b]pyridine-3-sulfonamide). Reaction SMILES: [Cl:1][C:2]1[C:3]([CH3:40])=[N:4][O:5][C:6]=1[N:7]([CH2:34][O:35][CH2:36][CH2:37][O:38][CH3:39])[S:8]([C:11]1[C:19]2[C:14](=[N:15][CH:16]=[CH:17][CH:18]=2)[S:13][C:12]=1[CH:20]([OH:33])[C:21]1[CH:26]=[C:25]2[O:27][CH2:28][O:29][C:24]2=[CH:23][C:22]=1[CH2:30][CH2:31][OH:32])(=[O:10])=[O:9].[C:41](OC(=O)C)(=[O:43])[CH3:42].[CH3:48][CH2:49][O:50]C(C)=O>N1C=CC=CC=1>[Cl:1][C:2]1[C:3]([CH3:40])=[N:4][O:5][C:6]=1[N:7]([CH2:34][O:35][CH2:36][CH2:37][O:38][CH3:39])[S:8]([C:11]1[C:19]2[C:14](=[N:15][CH:16]=[CH:17][CH:18]=2)[S:13][C:12]=1[CH:20]([O:33][C:49](=[O:50])[CH3:48])[C:21]1[CH:26]=[C:25]2[O:27][CH2:28][O:29][C:24]2=[CH:23][C:22]=1[CH2:30][CH2:31][O:32][C:41](=[O:43])[CH3:42])(=[O:9])=[O:10]. Reported procedure: To a solution of N-(4-chloro-3-methyl-5-isoxazolyl)-N-(methoxyethoxymethyl)-2-[α-hydroxy-2-(2-hydroxyethyl)-4,5-(methylenedioxy)benzyl]thieno[2,3-b]pyridine-3-sulfonamide (0.11 g, 0.19 mmoles) in pyridine (2 ml) was added acetic anhydride (0.18 ml, 1.9 mmoles). The reaction solution was stirred 2 hours at ambient temperature, then diluted with EtOAc (50 ml) and washed with 2% HCl (2×100 ml). The organic layer was dried (MgSO4), filtered and concentrated to collect 0.13 g (100%) of the title comp...